Dataset: the Open Reaction Database (ORD), a public repository of structured organic reaction records. Task: describe an organic reaction: reactants, conditions, products, and yield Reactants: CO, COC(=O)Cc1cnc(Cc2ccc(NC(=O)c3ccc(Cl)c(Cl)c3)cc2)n2ccnc12, [Na+], [OH-]. Product: O=C(O)Cc1cnc(Cc2ccc(NC(=O)c3ccc(Cl)c(Cl)c3)cc2)n2ccnc12. Reaction SMILES: [CH3:35][OH:36].[Cl:1][c:2]1[cH:3][c:4]([C:5](=[O:6])[NH:7][c:8]2[cH:9][cH:10][c:11]([CH2:12][c:13]3[n:14][cH:15][c:16]([CH2:22][C:23](=[O:24])[O:25][CH3:26])[c:17]4[n:18]3[cH:19][cH:20][n:21]4)[cH:27][cH:28]2)[cH:29][cH:30][c:31]1[Cl:32].[Na+:34].[OH-:33]>>[Cl:1][c:2]1[cH:3][c:4]([C:5](=[O:6])[NH:7][c:8]2[cH:9][cH:10][c:11]([CH2:12][c:13]3[n:14][cH:15][c:16]([CH2:22][C:23](=[O:24])[OH:25])[c:17]4[n:18]3[cH:19][cH:20][n:21]4)[cH:27][cH:28]2)[cH:29][cH:30][c:31]1[Cl:32]. The reactants are C(C)(=O)OCC (ethyl acetate), COC1=C(C(=O)Cl)C=C(C=C1)N1N=NN=C1 (2-methoxy-5-(1H-tetrazol-1-yl)benzoyl chloride), C(C1=CC=C(C=C1)OC)(=O)[C@@]([C@@](C(=O)O)(O)C(C1=CC=C(C=C1)OC)=O)(O)C(=O)O.C1(=CC=CC=C1)C1(CNCC1)CCO ((−)-3-phenyl-3-(2-hydroxyethyl)pyrrolidine (R,R)-di-p-anisoyltartaric acid salt), C([O-])(O)=O.[Na+] (sodium bicarbonate). Solvent: CO.C(C)(=O)OCC (methanol ethyl acetate), CO.C(C)(=O)OCC (methanol ethyl acetate), CC(=O)C (acetone), CC(=O)C.O (acetone water). Run at time 30 minute. Product: COC1=C(C(=O)N2CC(CC2)(CCO)C2=CC=CC=C2)C=C(C=C1)N1N=NN=C1 (1-(2-methoxy-5-(1H-tetrazol-1-yl)benzoyl)-3-phenyl-3-(2-hydroxyethyl)pyrrolidine). As a reaction SMILES: C([C@](C(O)=O)(O)[C@](C(=O)C1C=CC(OC)=CC=1)(O)C(O)=O)(=O)C1C=CC(OC)=CC=1.[C:31]1([C:37]2([CH2:42][CH2:43][OH:44])[CH2:41][CH2:40][NH:39][CH2:38]2)[CH:36]=[CH:35][CH:34]=[CH:33][CH:32]=1.C(=O)(O)[O-].[Na+].[CH3:50][O:51][C:52]1[CH:60]=[CH:59][C:58]([N:61]2[CH:65]=[N:64][N:63]=[N:62]2)=[CH:57][C:53]=1[C:54](Cl)=[O:55].C(OCC)(=O)C>CC(C)=O.O.CC(C)=O.CO.C(OCC)(=O)C>[CH3:50][O:51][C:52]1[CH:60]=[CH:59][C:58]([N:61]2[CH:65]=[N:64][N:63]=[N:62]2)=[CH:57][C:53]=1[C:54]([N:39]1[CH2:40][CH2:41][C:37]([C:31]2[CH:32]=[CH:33][CH:34]=[CH:35][CH:36]=2)([CH2:42][CH2:43][OH:44])[CH2:38]1)=[O:55] |f:0.1,2.3,6.7,9.10|. Procedure details: Add (−)-3-phenyl-3-(2-hydroxyethyl)pyrrolidine (R,R)-di-p-anisoyltartaric acid salt (6.72 g, 11.0 mmol) and sodium bicarbonate (4.87 g, 58 mmol) in acetone/water (50 mL/50 mL). Cool in an ice bath. Add a solution of 2-methoxy-5-(1H-tetrazol-1-yl)benzoyl chloride (1.66 g, 9.9 mmol) in acetone (100 mL). After 30 minutes, warm to ambient temperature. After 60 hours, filter the reaction mixture and dilute the filtrate with ethyl acetate. Extract the filtrate with a saturated aqueous sodium bicarbona... Starting materials: compounds 6c, 6d, 6f, C(Cl)Cl (CH2Cl2), N=CCCCC(O)(CC1=CC=CC=C1)CC1=CC=CC=C1 (5-Iminodibenzyl-pentan-1-ol), N=CCCCCC(O)(CC1=CC=CC=C1)CC1=CC=CC=C1 (6-Iminodibenzyl-hexan-1-ol), C1(=CC=CC=C1)N(CCCCO)C1=CC=CC=C1 (4-Diphenylamino-butan-1-ol), C1=CC=C(C=C1)P(C2=CC=CC=C2)C3=CC=CC=C3 (Ph3P). Reaction conditions: time 8 hour. The product is ClCCCCN=C1CC=CC(=C1)C=CC1=CC=CC=C1 (5-(4-Chlorobutyl)iminostilbene). RXN SMILES: N=CCCC[C:6]([CH2:15][C:16]1[CH:21]=[CH:20][CH:19]=[CH:18][CH:17]=1)([CH2:8][C:9]1[CH:14]=[CH:13][CH:12]=[CH:11]C=1)O.[NH:22]=[CH:23][CH2:24][CH2:25][CH2:26]CC(CC1C=CC=CC=1)(CC1C=CC=CC=1)O.C1(N(C2C=CC=CC=2)CCCCO)C=CC=CC=1.C1C=CC(P(C2C=CC=CC=2)C2C=CC=CC=2)=CC=1.C(Cl)[Cl:82]>>[Cl:82][CH2:26][CH2:25][CH2:24][CH2:23][N:22]=[C:12]1[CH:11]=[C:8]([CH:6]=[CH:15][C:16]2[CH:17]=[CH:18][CH:19]=[CH:20][CH:21]=2)[CH:9]=[CH:14][CH2:13]1. Procedure details: To prepare compounds 6c, 6d and 6f to a cooled 25 ml round-bottomed flask containing 5c (50 mg, 0.16 mmol), 5d or 5f and Ph3P (51 mg, 0.2 mmol) was added HCA (0.05 ml, 0.3 mmol) in 1 ml CH2Cl2. The reaction mixture was allowed to come to room temperature and stirred overnight. Flash silica gel column chromatography by eluting with hexane to remove the HCA followed by 5% ethyl acetate/hexanes afforded the following compounds: Starting materials: C(C)(C)(C)OC(NC(C\C=C\C(N(C)[C@H](CC1=CC2=CC=CC=C2C=C1)C(N(C)[C@@H](CNS(=O)(=O)C)CC1=CC=CC=C1)=O)=O)(C)C)=O ((3E)-4-(N-((1R)-1-(N-((1R)-1-Benzyl-2-(methylsulfonylamino)ethyl)-N-methylcarbamoyl)-2-(2-naphthyl)ethyl)-N-methylcarbamoyl)-1,1-dimethylbut-3-enylcarbamic acid tert-butyl ester), FC(C(=O)O)(F)F (Trifluoroacetic acid). The product is NC(C/C=C/C(=O)N(C)[C@H](CC1=CC2=CC=CC=C2C=C1)C(N(C)[C@@H](CNS(=O)(=O)C)CC1=CC=CC=C1)=O)(C)C ((2E)-5-Amino-N-((1R)-1-(N-((1R)-1-benzyl-2-((methylsulfonyl)amino)ethyl)-N-methylcarbamoyl)-2-(2-naphthyl)ethyl)-5-methyl-N-methylhex-2-enamide). Yield: 71.1%. Run at temperature 0 celsius, time 15 minute. Procedure: (3E)-4-(N-((1R)-1-(N-((1R)-1-Benzyl-2-(methylsulfonylamino)ethyl)-N-methylcarbamoyl)-2-(2-naphthyl)ethyl)-N-methylcarbamoyl)-1,1-dimethylbut-3-enylcarbamic acid tert-butyl ester (729 mg, 1.07 mmol) was dissolved in dichloromethane (3 ml). The solution was cooled to 0° C. Trifluoroacetic acid (3 ml) was added. The reaction mixture was stirred for 15 min at 0° C. The solvents were removed in vacuo at 20° C. The residue was dissolved in dichloromethane (100 ml) and the solvent was removed in vacuo.... Run in ClCCl (dichloromethane). RXN SMILES: C(OC(=O)[NH:7][C:8]([CH3:47])([CH3:46])[CH2:9]/[CH:10]=[CH:11]/[C:12](=[O:45])[N:13]([C@@H:15]([C:27](=[O:44])[N:28]([C@H:30]([CH2:37][C:38]1[CH:43]=[CH:42][CH:41]=[CH:40][CH:39]=1)[CH2:31][NH:32][S:33]([CH3:36])(=[O:35])=[O:34])[CH3:29])[CH2:16][C:17]1[CH:26]=[CH:25][C:24]2[C:19](=[CH:20][CH:21]=[CH:22][CH:23]=2)[CH:18]=1)[CH3:14])(C)(C)C.FC(F)(F)C(O)=O>ClCCl>[NH2:7][C:8]([CH3:47])([CH3:46])[CH2:9]/[CH:10]=[CH:11]/[C:12]([N:13]([C@@H:15]([C:27](=[O:44])[N:28]([C@H:30]([CH2:37][C:38]1[CH:43]=[CH:42][CH:41]=[CH:40][CH:39]=1)[CH2:31][NH:32][S:33]([CH3:36])(=[O:35])=[O:34])[CH3:29])[CH2:16][C:17]1[CH:26]=[CH:25][C:24]2[C:19](=[CH:20][CH:21]=[CH:22][CH:23]=2)[CH:18]=1)[CH3:14])=[O:45].